From a dataset of the Open Reaction Database (ORD), a public repository of structured organic reaction records. describe an organic reaction: reactants, conditions, products, and yield Reactants: O1CCOC12CCC(CC2)OS(=O)(=O)C (methanesulfonic acid 1,4-dioxa-spiro[4.5]dec-8-yl ester), N1N=CN=C1 (1,2,4-triazole), [H-].[Na+] (sodium hydride). Solvent: CN(C)C=O (DMF), ice water. Reaction conditions: temperature 65 celsius, time 72 hour. The product is N1(N=CN=C1)C1CCC(CC1)=O (4-[1,2,4]-triazol-1-yl-cyclohexanone), I-(1,4-dioxa-spiro[4.5]dec-8-yl)-1H-[1,2,4]triazole. The yield is 49.0%. Reaction SMILES: O1[C:5]2([CH2:10][CH2:9][CH:8](OS(C)(=O)=O)[CH2:7][CH2:6]2)[O:4]CC1.[NH:16]1[CH:20]=[N:19][CH:18]=[N:17]1.[H-].[Na+]>CN(C=O)C>[N:16]1([CH:8]2[CH2:9][CH2:10][C:5](=[O:4])[CH2:6][CH2:7]2)[CH:20]=[N:19][CH:18]=[N:17]1 |f:2.3|. Procedure details: A solution of methanesulfonic acid 1,4-dioxa-spiro[4.5]dec-8-yl ester (567 mg, 2.40 mmol) and 1,2,4-triazole (232 mg, 3.36 mmol) in dry DMF (5.00 mL) was treated with sodium hydride 60% (125 mg, 3.12 mmol) at room temperature under nitrogen. The resulting mixture was stirred at 65° C. for 72 h. It was poured in ice water (75 mL), extracted 3 portions of 75 mL of EtOAc. The organic portions were combined, dried over anhydrous Na2SO4 and concentrated. The solid was purified by silica gel column ch...